The task is: describe an organic reaction: reactants, conditions, products, and yield. This data is from the Open Reaction Database (ORD), a public repository of structured organic reaction records. Starting materials: CC1=CC=C(N1)C(=O)OCC (Ethyl 5-methyl-1H-pyrrole-2-carboxylate), C(C1=CC=CC=C1)Br (benzyl bromide), [H-].[Na+] (NaH). Solvent: CN(C=O)C (N,N-dimethylformamide). The product is C(C1=CC=CC=C1)N1C(=CC=C1C)C(=O)OCC (ethyl 1-benzyl-5-methyl-1H-pyrrole-2-carboxylate). RXN SMILES: [CH3:1][C:2]1[NH:6][C:5]([C:7]([O:9][CH2:10][CH3:11])=[O:8])=[CH:4][CH:3]=1.[CH2:12](Br)[C:13]1[CH:18]=[CH:17][CH:16]=[CH:15][CH:14]=1.[H-].[Na+]>CN(C)C=O>[CH2:12]([N:6]1[C:2]([CH3:1])=[CH:3][CH:4]=[C:5]1[C:7]([O:9][CH2:10][CH3:11])=[O:8])[C:13]1[CH:18]=[CH:17][CH:16]=[CH:15][CH:14]=1 |f:2.3|. Procedure details: Ethyl 5-methyl-1H-pyrrole-2-carboxylate (1.1 g) and benzyl bromide (1.35 g) in N,N-dimethylformamide (30 mL) was treated with NaH (95%, 0.5 g) overnight. The reaction was quenched with ice water. The mixture was diluted with ethyl acetate and washed with brine. The organic layer was dried over Na2SO4, filtered, and concentrated to provide the title compound. As a reaction SMILES: [Br+2:13]([OH:14])([O-:15])[O-:16].[Br:17].[N:18]([O-:19])=[O:20].[NH2:1][c:2]1[s:3][c:4]2[c:5]([n:6]1)[c:7]([Br:12])[cH:8][c:9]([CH3:11])[cH:10]2.[Na+:21].[Na+:23].[OH-:22]>>[c:2]1([Br:13])[s:3][c:4]2[c:5]([n:6]1)[c:7]([Br:12])[cH:8][c:9]([CH3:11])[cH:10]2. Yields the product Cc1cc(Br)c2nc(Br)sc2c1. Starting materials: [O-][Br+2]([O-])O, Br, O=N[O-], Cc1cc(Br)c2nc(N)sc2c1, [Na+], [Na+], [OH-]. Procedure: To a solution of benzyl (2S)-2-hydroxy-4-methylvalerate (1.00 g) in tetrahydrofuran (20 ml) was added trichloromethyl chloroformate (0.55 ml) at room temperature. The solution was refluxed for 11 hours and the solvent was removed by evaporation at atmospheric pressure to give benzyl (2S)-2-chlorocarbonyloxy-4-methylvalerate (1.26 g) as an oil. The reactants are O[C@H](C(=O)OCC1=CC=CC=C1)CC(C)C (benzyl (2S)-2-hydroxy-4-methylvalerate), ClC(=O)OC(Cl)(Cl)Cl (trichloromethyl chloroformate). The product is ClC(=O)O[C@H](C(=O)OCC1=CC=CC=C1)CC(C)C (benzyl (2S)-2-chlorocarbonyloxy-4-methylvalerate). Solvent: O1CCCC1 (tetrahydrofuran). As a reaction SMILES: [OH:1][C@@H:2]([CH2:13][CH:14]([CH3:16])[CH3:15])[C:3]([O:5][CH2:6][C:7]1[CH:12]=[CH:11][CH:10]=[CH:9][CH:8]=1)=[O:4].[Cl:17][C:18](OC(Cl)(Cl)Cl)=[O:19]>O1CCCC1>[Cl:17][C:18]([O:1][C@@H:2]([CH2:13][CH:14]([CH3:16])[CH3:15])[C:3]([O:5][CH2:6][C:7]1[CH:12]=[CH:11][CH:10]=[CH:9][CH:8]=1)=[O:4])=[O:19]. The reactants are COc1cc2c(cc1Br)C1=C(c3cccs3)C3CSCCN(C(C)(C)C)C(=O)C3N1CC2, [K+], [K+], O=C([O-])[O-], c1ccc(P(c2ccccc2)(c2ccccc2)[Pd](P(c2ccccc2)(c2ccccc2)c2ccccc2)(P(c2ccccc2)(c2ccccc2)c2ccccc2)P(c2ccccc2)(c2ccccc2)c2ccccc2)cc1, OB(O)c1cccnc1. The product is COc1cc2c(cc1-c1cccnc1)C1=C(c3cccs3)C3CSCCN(C(C)(C)C)C(=O)C3N1CC2. As a reaction SMILES: [Br:1][c:2]1[c:3]([O:31][CH3:32])[cH:4][c:5]2[c:10]([cH:11]1)[C:9]1=[C:12]([c:26]3[s:27][cH:28][cH:29][cH:30]3)[CH:13]3[CH:14]([N:8]1[CH2:7][CH2:6]2)[C:15](=[O:25])[N:16]([C:21]([CH3:22])([CH3:23])[CH3:24])[CH2:17][CH2:18][S:19][CH2:20]3.[K+:42].[K+:43].[O-:44][C:45]([O-:46])=[O:47].[cH:48]1[cH:49][cH:50][c:51]([P:52]([Pd:53]([P:54]([c:55]2[cH:56][cH:57][cH:58][cH:59][cH:60]2)([c:61]2[cH:62][cH:63][cH:64][cH:65][cH:66]2)[c:67]2[cH:68][cH:69][cH:70][cH:71][cH:72]2)([P:73]([c:74]2[cH:75][cH:76][cH:77][cH:78][cH:79]2)([c:80]2[cH:81][cH:82][cH:83][cH:84][cH:85]2)[c:86]2[cH:87][cH:88][cH:89][cH:90][cH:91]2)[P:92]([c:93]2[cH:94][cH:95][cH:96][cH:97][cH:98]2)([c:99]2[cH:100][cH:101][cH:102][cH:103][cH:104]2)[c:105]2[cH:106][cH:107][cH:108][cH:109][cH:110]2)([c:111]2[cH:112][cH:113][cH:114][cH:115][cH:116]2)[c:117]2[cH:118][cH:119][cH:120][cH:121][cH:122]2)[cH:123][cH:124]1.[n:33]1[cH:34][c:35]([B:39]([OH:40])[OH:41])[cH:36][cH:37][cH:38]1>>[c:2]1(-[c:35]2[cH:34][n:33][cH:38][cH:37][cH:36]2)[c:3]([O:31][CH3:32])[cH:4][c:5]2[c:10]([cH:11]1)[C:9]1=[C:12]([c:26]3[s:27][cH:28][cH:29][cH:30]3)[CH:13]3[CH:14]([N:8]1[CH2:7][CH2:6]2)[C:15](=[O:25])[N:16]([C:21]([CH3:22])([CH3:23])[CH3:24])[CH2:17][CH2:18][S:19][CH2:20]3. The reactants are CN1C(=O)N(c2cc(Cl)cc(Cl)c2)C(=O)C12CN(Cc1cc(C(=O)O)cs1)CC2c1ccc(C#N)cc1, C[Si](C)(C)C=[N+]=[N-], CO, CO, ClCCl, O. Yields the product COC(=O)c1csc(CN2CC(c3ccc(C#N)cc3)C3(C2)C(=O)N(c2cc(Cl)cc(Cl)c2)C(=O)N3C)c1. As a reaction SMILES: [C:1](#[N:2])[c:3]1[cH:4][cH:5][c:6]([CH:9]2[CH2:10][N:11]([CH2:29][c:30]3[cH:31][c:32]([C:35](=[O:36])[OH:37])[cH:33][s:34]3)[CH2:12][C:13]23[C:14](=[O:28])[N:15]([c:20]2[cH:21][c:22]([Cl:27])[cH:23][c:24]([Cl:26])[cH:25]2)[C:16](=[O:19])[N:17]3[CH3:18])[cH:7][cH:8]1.[CH3:38][Si:39]([CH:40]=[N+:41]=[N-:42])([CH3:43])[CH3:44].[CH3:45][OH:46].[CH3:51][OH:52].[Cl:48][CH2:49][Cl:50].[OH2:47]>>[C:1](#[N:2])[c:3]1[cH:4][cH:5][c:6]([CH:9]2[CH2:10][N:11]([CH2:29][c:30]3[cH:31][c:32]([C:35]([O:36][CH3:38])=[O:37])[cH:33][s:34]3)[CH2:12][C:13]23[C:14](=[O:28])[N:15]([c:20]2[cH:21][c:22]([Cl:27])[cH:23][c:24]([Cl:26])[cH:25]2)[C:16](=[O:19])[N:17]3[CH3:18])[cH:7][cH:8]1.